From a dataset of the Open Reaction Database (ORD), a public repository of structured organic reaction records. describe an organic reaction: reactants, conditions, products, and yield The reactants are CN(/C=C/C(=O)C1=NN(C=CC1=O)C=1C=C(C=CC1)S(=O)(=O)N(CC)CC)C (3-[3-((E)-3-Dimethylamino-acryloyl)-4-oxo-4H-pyridazin-1-yl]-N,N-diethyl-benzenesulfonamide), N1=CC=CC2=C(C=CC=C12)NN (quinolin-5-yl-hydrazine). Product: C(C)N(S(=O)(=O)C1=CC(=CC=C1)N1N=C(C(C=C1)=O)C=1N(N=CC1)C1=C2C=CC=NC2=CC=C1)CC (N,N-Diethyl-3-[4-oxo-3-(2-quinolin-5-yl-2H-pyrazol-3-yl)-4H-pyridazin-1-yl]-benzenesulfonamide). As a reaction SMILES: CN(C)/[CH:3]=[CH:4]/[C:5]([C:7]1[C:12](=[O:13])[CH:11]=[CH:10][N:9]([C:14]2[CH:15]=[C:16]([S:20]([N:23]([CH2:26][CH3:27])[CH2:24][CH3:25])(=[O:22])=[O:21])[CH:17]=[CH:18][CH:19]=2)[N:8]=1)=O.[N:29]1[C:38]2[C:33](=[C:34]([NH:39][NH2:40])[CH:35]=[CH:36][CH:37]=2)[CH:32]=[CH:31][CH:30]=1>>[CH2:24]([N:23]([CH2:26][CH3:27])[S:20]([C:16]1[CH:17]=[CH:18][CH:19]=[C:14]([N:9]2[CH:10]=[CH:11][C:12](=[O:13])[C:7]([C:5]3[N:39]([C:34]4[CH:35]=[CH:36][CH:37]=[C:38]5[C:33]=4[CH:32]=[CH:31][CH:30]=[N:29]5)[N:40]=[CH:3][CH:4]=3)=[N:8]2)[CH:15]=1)(=[O:22])=[O:21])[CH3:25]. Procedure details: The product was obtained starting from 3-[3-((E)-3-Dimethylamino-acryloyl)-4-oxo-4H-pyridazin-1-yl]-N,N-diethyl-benzenesulfonamide (A-21) and quinolin-5-yl-hydrazine according to the method described for example 91. MS: M=501.2 (M+H)+ The reactants are (R)-2-amino-1-chloro-N-(7-chloro-quinolin-4-yl)-propane hydrochloride, Cl.ClC1=CC=C2C(=CC=NC2=C1)NC[C@@H](C)N(C)C ((R)-N1 -(7-chloro-quinolin-4-yl)-N2,N2 -dimethyl-propane-1,2-diamine hydrochloride), CO (MeOH). The product is ClC1=CC=C2C(=CC=NC2=C1)N[C@@H](CN(C)C)C ((R)-N2 -(7-Chloro-quinolin-4-yl)-N1,N1 -dimethyl-propane-1,2-diamine). Reaction SMILES: Cl.[Cl:2][C:3]1[CH:12]=[C:11]2[C:6]([C:7]([NH:13][CH2:14][C@H:15]([N:17]([CH3:19])[CH3:18])C)=[CH:8][CH:9]=[N:10]2)=[CH:5][CH:4]=1.[CH3:20]O>>[Cl:2][C:3]1[CH:12]=[C:11]2[C:6]([C:7]([NH:13][C@H:14]([CH3:20])[CH2:15][N:17]([CH3:18])[CH3:19])=[CH:8][CH:9]=[N:10]2)=[CH:5][CH:4]=1 |f:0.1|. Procedure details: Analogously to Example 33c, starting from (R)-2-amino-1-chloro-N-(7-chloro-quinolin-4-yl)-propane hydrochloride there is prepared (R)-N1 -(7-chloro-quinolin-4-yl)-N2,N2 -dimethyl-propane-1,2-diamine hydrochloride; white crystals; m.p.: >260° C., [a]D =-132° (c=1.0, MeOH). Starting materials: O=C(O)c1cccc(Cc2ccc(F)cc2)n1, CC(C)CC(N)C(N)=O. The product is CC(C)CC(NC(=O)c1cccc(Cc2ccc(F)cc2)n1)C(N)=O. As a reaction SMILES: [F:1][c:2]1[cH:3][cH:4][c:5]([CH2:6][c:7]2[cH:8][cH:9][cH:10][c:11]([C:13](=[O:14])[OH:15])[n:12]2)[cH:16][cH:17]1.[NH2:18][CH:19]([C:20](=[O:21])[NH2:22])[CH2:23][CH:24]([CH3:25])[CH3:26]>>[F:1][c:2]1[cH:3][cH:4][c:5]([CH2:6][c:7]2[cH:8][cH:9][cH:10][c:11]([C:13](=[O:15])[NH:18][CH:19]([C:20](=[O:21])[NH2:22])[CH2:23][CH:24]([CH3:25])[CH3:26])[n:12]2)[cH:16][cH:17]1. As a reaction SMILES: FC1C=C(F)C(F)=CC=1C(O)=O.[Cl:13][C:14]1[C:15]([F:25])=[C:16]([CH:20]=[C:21]([F:24])[C:22]=1[F:23])[C:17](O)=[O:18].S(Cl)([Cl:28])=O>>[Cl:13][C:14]1[C:15]([F:25])=[C:16]([CH:20]=[C:21]([F:24])[C:22]=1[F:23])[C:17]([Cl:28])=[O:18]. Procedure: The chlorination of 2,4,5-trifluorobenzoic acid in chlorosulphonic acid leads to 3-chloro-2,4,5,-trifluorobenzoic acid which is reacted, as the crude product, with thionyl chloride to give 3-chloro-2,4,5-trifluorobenzoyl chloride (boiling point: 94°/18 mbar; nD20 =1.5164): ##STR11## Reactants: FC1=C(C(=O)O)C=C(C(=C1)F)F (2,4,5-trifluorobenzoic acid), ClC=1C(=C(C(=O)O)C=C(C1F)F)F (3-chloro-2,4,5,-trifluorobenzoic acid), crude product, S(=O)(Cl)Cl (thionyl chloride). Run in chlorosulphonic acid leads. Yields the product ClC=1C(=C(C(=O)Cl)C=C(C1F)F)F (3-chloro-2,4,5-trifluorobenzoyl chloride). Starting materials: Cc1ccc2c(=O)cc(C(N)=O)oc2c1, CN(C)C=O, O, O=P(Cl)(Cl)Cl. The product is Cc1ccc2c(=O)cc(C#N)oc2c1. Reaction SMILES: [C:11]([NH2:12])(=[O:13])[c:14]1[o:15][c:16]2[c:17]([c:18](=[O:20])[cH:19]1)[cH:21][cH:22][c:23]([CH3:25])[cH:24]2.[CH3:6][N:7]([CH3:8])[CH:9]=[O:10].[OH2:26].[P:1]([Cl:2])([Cl:3])([Cl:4])=[O:5]>>[C:11](#[N:12])[c:14]1[o:15][c:16]2[c:17]([c:18](=[O:20])[cH:19]1)[cH:21][cH:22][c:23]([CH3:25])[cH:24]2. Starting materials: BrB(Br)Br, ClCCl, COc1ccc(I)c(C#N)c1F, O. Product: N#Cc1c(I)ccc(O)c1F. As a reaction SMILES: [B:13]([Br:14])([Br:15])[Br:16].[Cl:18][CH2:19][Cl:20].[F:1][c:2]1[c:3]([C:4]#[N:5])[c:6]([I:12])[cH:7][cH:8][c:9]1[O:10][CH3:11].[OH2:17]>>[F:1][c:2]1[c:3]([C:4]#[N:5])[c:6]([I:12])[cH:7][cH:8][c:9]1[OH:10]. Reactants: CC(C)(C)OC(=O)CBr, O=C([O-])[O-], Cc1csc(Nc2cc(Sc3cccc(O)c3)ccn2)n1, [K+], [K+], CN(C)C=O, O. Yields the product Cc1csc(Nc2cc(Sc3cccc(OCC(=O)OC(C)(C)C)c3)ccn2)n1. As a reaction SMILES: [Br:28][CH2:29][C:30](=[O:31])[O:32][C:33]([CH3:34])([CH3:35])[CH3:36].[C:1](=[O:2])([O-:3])[O-:4].[CH3:7][c:8]1[n:9][c:10]([NH:13][c:14]2[n:15][cH:16][cH:17][c:18]([S:20][c:21]3[cH:22][c:23]([OH:27])[cH:24][cH:25][cH:26]3)[cH:19]2)[s:11][cH:12]1.[K+:5].[K+:6].[O:37]=[CH:38][N:39]([CH3:40])[CH3:41].[OH2:42]>>[CH3:7][c:8]1[n:9][c:10]([NH:13][c:14]2[n:15][cH:16][cH:17][c:18]([S:20][c:21]3[cH:22][c:23]([O:27][CH2:29][C:30](=[O:31])[O:32][C:33]([CH3:34])([CH3:35])[CH3:36])[cH:24][cH:25][cH:26]3)[cH:19]2)[s:11][cH:12]1.